Dataset: the Open Reaction Database (ORD), a public repository of structured organic reaction records. Task: describe an organic reaction: reactants, conditions, products, and yield Starting materials: CCOCC ((C2H5)2O), Cl[Si](C(=C)C=C)(Cl)Cl (2-(trichloro)silyl-1,3-butadiene), C1CCOC1 (THF), CO (CH3OH). The reagents and catalysts are N(CC)(CC)CC ((C2H5)3N). Conditions: temperature -10 celsius. Yields the product CO[Si](C(=C)C=C)(OC)OC (2-(trimethoxy)silyl-1,3-butadiene). Isolated yield 75.0%. As a reaction SMILES: Cl[Si:2](Cl)(Cl)[C:3]([CH:5]=[CH2:6])=[CH2:4].C1[CH2:13][O:12]CC1.[CH3:14][OH:15].CC[O:18][CH2:19]C>N(CC)(CC)CC>[CH3:14][O:15][Si:2]([O:12][CH3:13])([O:18][CH3:19])[C:3]([CH:5]=[CH2:6])=[CH2:4]. Procedure: A mixture of 8.7 g (46 mmols of crude product) of 2-(trichloro)silyl-1,3-butadiene and 10 ml of THF was cooled down to -10° C., into which was gently dropped a mixture of 8.3 ml (46×31.5 mmols) of CH3OH and 28.9 ml (46×3×1.5 mmols) of (C2H5)3N while agitating. Thereafter, the mixture was agitated at room temperature for further 30 minutes, followed by adding 30 ml of (C2H5)2O. The resulting (C2H5)3N.HCl was removed by filtration and the solvent was distilled off under reduced pressure, followed ... Reactants: C(C)C1(CC=2C(=C(SC2)C(=O)O)CC1)CC (5,5-diethyl-4,5,6,7-tetrahydro-benzo[c]thiophene-1-carboxylic acid), [Li]CCCC (BuLi), CI (methyliodide). The solvent is CC#N (CH3CN). The product is C(C)C1(CC=2C(=C(SC2C)C(=O)O)CC1)CC (5,5-Diethyl-3-methyl-4,5,6,7-tetrahydro-benzo[c]thiophene-1-carboxylic acid). RXN SMILES: [CH2:1]([C:3]1([CH2:15][CH3:16])[CH2:14][CH2:13][C:6]2=[C:7]([C:10]([OH:12])=[O:11])[S:8][CH:9]=[C:5]2[CH2:4]1)[CH3:2].[Li][CH2:18]CCC.CI>CC#N>[CH2:15]([C:3]1([CH2:1][CH3:2])[CH2:14][CH2:13][C:6]2=[C:7]([C:10]([OH:12])=[O:11])[S:8][C:9]([CH3:18])=[C:5]2[CH2:4]1)[CH3:16]. Procedure details: 5,5-Diethyl-3-methyl-4,5,6,7-tetrahydro-benzo[c]thiophene-1-carboxylic acid is prepared from 5,5-diethyl-4,5,6,7-tetrahydro-benzo[c]thiophene-1-carboxylic acid by treatment with tert.-BuLi followed by methyliodide in analogy to Example C; LC-MS: tR=1.03 min, [M+1+CH3CN]=294.27. The reactants are CCCCCC (hexane), C(C)(C)(C)C1=CC(=CC2=C1OCC2(C)C)[N+](=O)[O-] (7-tert-butyl-3,3-dimethyl-5-nitro-2,3-dihydrobenzo[b]furan), N#N (N2). Reagents/catalysts: [Pd] (Pd on charcoal). The solvent is CCO (EtOH). Conditions: time 3 hour. Yields the product NC1=CC2=C(OCC2(C)C)C(=C1)C(C)(C)C (5-amino-7-tert-butyl-3,3-dimethyl-2,3-dihydrobenzo[b]furan). RXN SMILES: [C:1]([C:5]1[C:10]2[O:11][CH2:12][C:13]([CH3:15])([CH3:14])[C:9]=2[CH:8]=[C:7]([N+:16]([O-])=O)[CH:6]=1)([CH3:4])([CH3:3])[CH3:2].CCCCCC.N#N>CCO.[Pd]>[NH2:16][C:7]1[CH:6]=[C:5]([C:1]([CH3:4])([CH3:3])[CH3:2])[C:10]2[O:11][CH2:12][C:13]([CH3:15])([CH3:14])[C:9]=2[CH:8]=1. Reported procedure: A mixture of 7-tert-butyl-3,3-dimethyl-5-nitro-2,3-dihydrobenzo[b]furan (2.2 g, 8.8 mmol) and 10% Pd on charcoal (220 mg) in EtOH (60 mL) is hydrogenated at 24° C. and 40 psi of H2 for 3 h. The reaction is monitored by TLC (EtOAC:hexane, 1:19). The reaction mixture is vented to N2, filtered through Celite, and evaporated to yield 5-amino-7-tert-butyl-3,3-dimethyl-2,3-dihydrobenzo[b]furan as a purple solid.